This data is from the Open Reaction Database (ORD), a public repository of structured organic reaction records. The task is: describe an organic reaction: reactants, conditions, products, and yield Reactants: FC(C(=O)[O-])(F)F (trifluoroacetate), ClC=1C=C2C(CN(CC2=C(C1)Cl)C)C1=CC=C(C=C1)NC(C)=O (N-[4-(6,8-dichloro-2-methyl-1,2,3,4-tetrahydroisoquinolin-4-yl)phenyl]acetamide), ClC=1C=C2C(CN(CC2=C(C1)Cl)C)C1=CC=C(C=C1)NC(C)=O (N-[4-(6,8-dichloro-2-methyl-1,2,3,4-tetrahydroisoquinolin-4-yl)phenyl]acetamide), N[C@@H](CC(=O)OC(C)(C)C)C(=O)OC(C)(C)C (di-tert-butyl aspartate), [B-](F)(F)(F)F.CCOC(=O)C(=NOC(=[N+](C)C)N(C)C)C#N (TOTU). Yields the product ClC=1C=C2C(CN(CC2=C(C1)Cl)C)C=1C=C(C(=O)N[C@H](C(=O)OC(C)(C)C)CC(=O)OC(C)(C)C)C=CC1 (Di-tert-butyl (S)-2-[3-(6,8-dichloro-2-methyl-1,2,3,4-tetrahydroisoquinolin-4-yl)benzoylamino]succinate). As a reaction SMILES: [Cl:1][C:2]1[CH:3]=[C:4]2[C:9](=[C:10]([Cl:12])[CH:11]=1)[CH2:8][N:7]([CH3:13])[CH2:6][CH:5]2[C:14]1[CH:19]=[CH:18][C:17](NC(=O)C)=[CH:16][CH:15]=1.[NH2:24][C@H:25]([C:34]([O:36][C:37]([CH3:40])([CH3:39])[CH3:38])=[O:35])[CH2:26][C:27]([O:29][C:30]([CH3:33])([CH3:32])[CH3:31])=[O:28].[B-](F)(F)(F)F.C[CH2:47][O:48]C(C(C#N)=NOC(N(C)C)=[N+](C)C)=O.FC(F)(F)C([O-])=O>>[Cl:1][C:2]1[CH:3]=[C:4]2[C:9](=[C:10]([Cl:12])[CH:11]=1)[CH2:8][N:7]([CH3:13])[CH2:6][CH:5]2[C:14]1[CH:19]=[C:18]([CH:17]=[CH:16][CH:15]=1)[C:47]([NH:24][C@@H:25]([CH2:26][C:27]([O:29][C:30]([CH3:32])([CH3:33])[CH3:31])=[O:28])[C:34]([O:36][C:37]([CH3:40])([CH3:39])[CH3:38])=[O:35])=[O:48] |f:2.3|. Procedure: 300 mg (0.9 mmol) of 3-(6,8-dichloro-2-methyl-1,2,3,4-tetrahydroisoquinolin-4-yl)benzoic acid (Example 14, intermediate 5) were reacted in a similar manner to the method described in Example 14 with 304 mg (1.0 mmol) of di-tert-butyl aspartate in a TOTU-mediated coupling reaction to obtain 170 mg of the title compound as the trifluoroacetate after purification on a preparative HPLC. The reactants are C(C1=CC=CC=C1)OC[C@H]1NS(CC1)(=O)=O ((S)-3-benzyloxymethylisothiazolidine 1,1-dioxide), BrC1=CC(=C(C=C1)C(=O)N1CCN(CC1)C1=C(C=C(C=C1)C)C)F ((4-bromo-2-fluorophenyl)[4-(2,4-dimethylphenyl)piperazin-1-yl]methanone). The product is CC1=C(C=CC(=C1)C)N1CCN(CC1)C(=O)C1=C(C=C(C=C1)N1S(CC[C@H]1CO)(=O)=O)F ((S)-[4-(2,4-dimethylphenyl)piperazin-1-yl][2-fluoro-4-(3-hydroxymethyl-1,1-dioxo-1λ6-isothiazolidin-2-yl)phenyl]methanone). Yield: 60.5%. RXN SMILES: C([O:8][CH2:9][C@@H:10]1[CH2:14][CH2:13][S:12](=[O:16])(=[O:15])[NH:11]1)C1C=CC=CC=1.Br[C:18]1[CH:23]=[CH:22][C:21]([C:24]([N:26]2[CH2:31][CH2:30][N:29]([C:32]3[CH:37]=[CH:36][C:35]([CH3:38])=[CH:34][C:33]=3[CH3:39])[CH2:28][CH2:27]2)=[O:25])=[C:20]([F:40])[CH:19]=1>>[CH3:39][C:33]1[CH:34]=[C:35]([CH3:38])[CH:36]=[CH:37][C:32]=1[N:29]1[CH2:28][CH2:27][N:26]([C:24]([C:21]2[CH:22]=[CH:23][C:18]([N:11]3[C@H:10]([CH2:9][OH:8])[CH2:14][CH2:13][S:12]3(=[O:15])=[O:16])=[CH:19][C:20]=2[F:40])=[O:25])[CH2:31][CH2:30]1. Procedure: Using (S)-3-benzyloxymethylisothiazolidine 1,1-dioxide (536 mg) described in Preparation Example 1 and (4-bromo-2-fluorophenyl)[4-(2,4-dimethylphenyl)piperazin-1-yl]methanone (869 mg) described in Preparation Example 116 and by the reaction and treatment in the same manner as in Example 32, the title compound (620 mg) was obtained. Reactants: CC(=O)O, O, CCCCC(C)C(O)C=CC1CC(OC2CCCCO2)C(O)C1CCCCCCC(=O)O. Yields the product CCCCC(C)C(O)C=CC1CC(O)C(O)C1CCCCCCC(=O)O. RXN SMILES: [CH3:33][C:34](=[O:35])[OH:36].[OH2:37].[OH:1][CH:2]1[CH:3]([CH2:24][CH2:25][CH2:26][CH2:27][CH2:28][CH2:29][C:30](=[O:31])[OH:32])[CH:4]([CH:14]=[CH:15][CH:16]([CH:17]([CH2:18][CH2:19][CH2:20][CH3:21])[CH3:22])[OH:23])[CH2:5][CH:6]1[O:7][CH:8]1[CH2:9][CH2:10][CH2:11][CH2:12][O:13]1>>[OH:1][CH:2]1[CH:3]([CH2:24][CH2:25][CH2:26][CH2:27][CH2:28][CH2:29][C:30](=[O:31])[OH:32])[CH:4]([CH:14]=[CH:15][CH:16]([CH:17]([CH2:18][CH2:19][CH2:20][CH3:21])[CH3:22])[OH:23])[CH2:5][CH:6]1[OH:7].